describe an organic reaction: reactants, conditions, products, and yield From a dataset of the Open Reaction Database (ORD), a public repository of structured organic reaction records. Starting materials: C(C)(=O)OCCC1C(C=CC=C1)(C)C (2,2-dimethylphenethyl acetate), [Cl-].[Al+3].[Cl-].[Cl-] (aluminum chloride), acid chloride, ω-chlorobutyryl chloride. Run in C(Cl)Cl (methylene chloride). Conditions: temperature 0 celsius, time 2 hour. Product: C(C)(=O)OCCC1C(C=C(C=C1)C(CCCCl)=O)(C)C (4-(4-Chloro-1-oxobutyl)-2,2-dimethylphenethyl acetate). RXN SMILES: [Cl-:1].[Al+3].[Cl-].[Cl-].[C:5]([O:8][CH2:9][CH2:10][CH:11]1[CH:16]=[CH:15][CH:14]=[CH:13][C:12]1([CH3:18])[CH3:17])(=[O:7])[CH3:6]>C(Cl)Cl>[C:5]([O:8][CH2:9][CH2:10][CH:11]1[CH:16]=[CH:15][C:14]([C:9](=[O:8])[CH2:10][CH2:11][CH2:12][Cl:1])=[CH:13][C:12]1([CH3:18])[CH3:17])(=[O:7])[CH3:6] |f:0.1.2.3|. Procedure details: Charge a flask with aluminum chloride (223 g, 1.68 mol) and methylene chloride (200 mL). Place under a nitrogen atmosphere, cool to 0°-5° C. and add, by dropwise addition, ω-chlorobutyryl chloride (188.6 g, 1.34 mol). After acid chloride addition is complete, add, by dropwise addition, 2,2-dimethylphenethyl acetate (128.0 g, 0.67 mol ), keeping the temperature at approximately 0° C. Continue stirring at 0° C. for 2 hours, quench by slowly pouring over approximately 2L of crushed ice. Add methyle...